This data is from the Open Reaction Database (ORD), a public repository of structured organic reaction records. The task is: describe an organic reaction: reactants, conditions, products, and yield Reactants: ClC1=CC=CC2=C1C(N1[C@H](C=3N2C=NC3C3=NOC(=N3)CCl)CCC1)=O ((S)-8-chloro-1-(5-chloromethyl-1,2,4-oxadiazol-3-yl)-11,12,13,13a-tetrahydro-9H-imidazo[1,5-a]pyrrolo[2,1-c][1,4]benzodiazepin-9-one), C(C)NCC (diethylamine). Solvent: CN(C=O)C (N,N-dimethylformamide). Run at time 16 hour. Yields the product ClC1=CC=CC2=C1C(N1[C@H](C=3N2C=NC3C3=NOC(=N3)CN(CC)CC)CCC1)=O ((S)-8-chloro-1-(5-diethylaminomethyl-1,2,4-oxadiazol-3-yl)-11,12,13,13a-tetrahydro-9H-imidazo-[1,5-a]pyrrolo[2,1-c][1,4]benzodiazepin-9-one). The yield is 76.1%. As a reaction SMILES: [Cl:1][C:2]1[C:7]2[C:8](=[O:26])[N:9]3[CH2:25][CH2:24][CH2:23][C@H:10]3[C:11]3[N:12]([CH:13]=[N:14][C:15]=3[C:16]3[N:20]=[C:19]([CH2:21]Cl)[O:18][N:17]=3)[C:6]=2[CH:5]=[CH:4][CH:3]=1.[CH2:27]([NH:29][CH2:30][CH3:31])[CH3:28]>CN(C)C=O>[Cl:1][C:2]1[C:7]2[C:8](=[O:26])[N:9]3[CH2:25][CH2:24][CH2:23][C@H:10]3[C:11]3[N:12]([CH:13]=[N:14][C:15]=3[C:16]3[N:20]=[C:19]([CH2:21][N:29]([CH2:30][CH3:31])[CH2:27][CH3:28])[O:18][N:17]=3)[C:6]=2[CH:5]=[CH:4][CH:3]=1. Procedure: A suspension of 1.85 g (4.74 mmol) of (S)-8-chloro-1-(5-chloromethyl-1,2,4-oxadiazol-3-yl)-11,12,13,13a-tetrahydro-9H-imidazo[1,5-a]pyrrolo[2,1-c][1,4]benzodiazepin-9-one in 30 ml of N,N-dimethylformamide was treated with 1.73 g (23.7 mmol) of diethylamine. After stirring at room temperature for 16 hrs. the solution obtained was completely freed from the solvents. The residue was chromatographed over silica gel with methylene chloride/methanol 19:1 as the eluent. There were obtained 1.54 g (76%)... Starting materials: ON=C(C#N)C1=CC=CC=C1 (2-hydroxyimino-2-phenylacetonitrile), CN(C1=CC=CC=C1)C (dimethylaniline), C1(CC1)C(C)O (1-cyclopropylethanol), ClC(=O)OC(Cl)(Cl)Cl (trichloromethyl chloroformate), resultant mixture, ClC(=O)ON=C(C#N)C1=CC=CC=C1 (2-chlorocarbonyloxyimino-2-phenylacetonitrile). Run in C1=CC=CC=C1 (benzene), O1CCOCC1 (dioxane), C1=CC=CC=C1 (benzene), N1=CC=CC=C1 (pyridine), C1=CC=CC=C1 (benzene). Conditions: time 3 hour. Yields the product C1(CC1)C(C)OC(=O)ON=C(C#N)C1=CC=CC=C1 (2-(1-cyclopropylethoxycarbonyloxyimino)-2-phenylacetonitrile). RXN SMILES: ON=C(C1C=CC=CC=1)C#N.CN(C)C1C=CC=CC=1.ClC(OC(Cl)(Cl)Cl)=O.Cl[C:30]([O:32][N:33]=[C:34]([C:37]1[CH:42]=[CH:41][CH:40]=[CH:39][CH:38]=1)[C:35]#[N:36])=[O:31].[CH:43]1([CH:46]([OH:48])[CH3:47])[CH2:45][CH2:44]1>C1C=CC=CC=1.O1CCOCC1.N1C=CC=CC=1>[CH:43]1([CH:46]([O:48][C:30]([O:32][N:33]=[C:34]([C:37]2[CH:42]=[CH:41][CH:40]=[CH:39][CH:38]=2)[C:35]#[N:36])=[O:31])[CH3:47])[CH2:45][CH2:44]1. Reported procedure: A solution of 2-hydroxyimino-2-phenylacetonitrile (2.2 g.) and dimethylaniline (1.80 g.) in a mixture of benzene (25 ml.) and dioxane (3 ml.) was dropwise added to a solution of trichloromethyl chloroformate (phosgene dimer) (1.5 g.) in benzene (20 ml.) under ice-cooling. The mixture was stirred for 3 hours at the same temperature and allowed to stand overnight. To the resultant mixture containing 2-chlorocarbonyloxyimino-2-phenylacetonitrile was dropwise added a solution of 1-cyclopropylethanol... Reactants: [Ba+2], CN1CCCCCC1=O, [OH-], [OH-], O. The product is CNCCCCCC(=O)O. As a reaction SMILES: [Ba+2:11].[CH3:1][N:2]1[C:3](=[O:9])[CH2:4][CH2:5][CH2:6][CH2:7][CH2:8]1.[OH-:10].[OH-:12].[OH2:13]>>[CH3:1][NH:2][CH2:8][CH2:7][CH2:6][CH2:5][CH2:4][C:3]([OH:9])=[O:10]. The reactants are Brc1cncc(Oc2ccccc2)c1, CC(C)(C)[O-], Cc1ccccc1, [K+], C1CC2(CN1)CC1CCN2C1, O=C(C=Cc1ccccc1)C=Cc1ccccc1, O=C(C=Cc1ccccc1)C=Cc1ccccc1, O=C(C=Cc1ccccc1)C=Cc1ccccc1, [Pd], [Pd]. The product is c1ccc(Oc2cncc(N3CCC4(CC5CCN4C5)C3)c2)cc1. Reaction SMILES: [Br:18][c:19]1[cH:20][c:21]([O:25][c:26]2[cH:27][cH:28][cH:29][cH:30][cH:31]2)[cH:22][n:23][cH:24]1.[CH3:12][C:13]([CH3:14])([O-:15])[CH3:16].[CH3:32][c:33]1[cH:34][cH:35][cH:36][cH:37][cH:38]1.[K+:17].[NH:1]1[CH2:2][C:3]2([N:4]3[CH2:5][CH2:6][CH:7]([CH2:8]2)[CH2:9]3)[CH2:10][CH2:11]1.[O:41]=[C:42]([CH:43]=[CH:44][c:45]1[cH:46][cH:47][cH:48][cH:49][cH:50]1)[CH:51]=[CH:52][c:53]1[cH:54][cH:55][cH:56][cH:57][cH:58]1.[O:59]=[C:60]([CH:61]=[CH:62][c:63]1[cH:64][cH:65][cH:66][cH:67][cH:68]1)[CH:69]=[CH:70][c:71]1[cH:72][cH:73][cH:74][cH:75][cH:76]1.[O:77]=[C:78]([CH:79]=[CH:80][c:81]1[cH:82][cH:83][cH:84][cH:85][cH:86]1)[CH:87]=[CH:88][c:89]1[cH:90][cH:91][cH:92][cH:93][cH:94]1.[Pd:39].[Pd:40]>>[N:1]1([c:19]2[cH:20][c:21]([O:25][c:26]3[cH:27][cH:28][cH:29][cH:30][cH:31]3)[cH:22][n:23][cH:24]2)[CH2:2][C:3]2([N:4]3[CH2:5][CH2:6][CH:7]([CH2:8]2)[CH2:9]3)[CH2:10][CH2:11]1. Starting materials: Cc1nccc(-c2cccc(C(=O)CC(=O)Nc3cc(C(F)(F)F)c(OCC(F)(F)F)cc3NC(=O)OC(C)(C)C)c2)c1C, ClCCl, O=C(O)C(F)(F)F. The product is Cc1nccc(-c2cccc(C3=Nc4cc(OCC(F)(F)F)c(C(F)(F)F)cc4NC(=O)C3)c2)c1C. RXN SMILES: [C:1]([O:2][C:3](=[O:4])[NH:7][c:8]1[c:9]([NH:24][C:25]([CH2:26][C:27](=[O:5])[c:29]2[cH:30][c:31](-[c:35]3[c:36]([CH3:42])[c:37]([CH3:41])[n:38][cH:39][cH:40]3)[cH:32][cH:33][cH:34]2)=[O:43])[cH:10][c:11]([C:20]([F:21])([F:22])[F:23])[c:12]([O:14][CH2:15][C:16]([F:17])([F:18])[F:19])[cH:13]1)([CH3:6])([CH3:28])[CH3:44].[Cl:52][CH2:53][Cl:54].[F:45][C:46]([F:47])([F:48])[C:49]([OH:50])=[O:51]>>[N:7]1=[C:27]([c:29]2[cH:30][c:31](-[c:35]3[c:36]([CH3:42])[c:37]([CH3:41])[n:38][cH:39][cH:40]3)[cH:32][cH:33][cH:34]2)[CH2:26][C:25](=[O:43])[NH:24][c:9]2[c:8]1[cH:13][c:12]([O:14][CH2:15][C:16]([F:17])([F:18])[F:19])[c:11]([C:20]([F:21])([F:22])[F:23])[cH:10]2. The reactants are CCCCCC (hexane), C(C)(=O)OCC.CCCCCC (ethyl acetate hexane), compound, BrN1C(CCC1=O)=O (N-bromosuccinimide). Run in ClC(C)Cl (dichloroethane). The product is BrC=1C(=CC2=C(C=CO2)C1)C (5-bromo-6-methylbenzofuran). Isolated yield 22.0%. Reaction SMILES: [Br:1]N1C(=O)CCC1=O.[CH3:9][CH2:10][CH2:11][CH2:12][CH2:13]C.[C:15]([O:18][CH2:19][CH3:20])(=O)[CH3:16].CCCCCC>ClC(Cl)C>[Br:1][C:11]1[C:12]([CH3:13])=[CH:16][C:15]2[O:18][CH:19]=[CH:20][C:9]=2[CH:10]=1 |f:2.3|. Procedure: Part E. A solution of the above compound (780 mg) and N-bromosuccinimide (1.24 g, 6.97 mmol) in dichloroethane (10 mL) was heated to reflux overnight, then cooled, filtered and evaporated. Column chromatography (hexane, then 2:98 ethyl acetate-hexane) gave first 5-bromo-6-methylbenzofuran (270 mg, 1.27 mmol, 22%), then 5-bromo-6-methyl-2,3-dihydrobenzofuran (923 mg, 4.33 mol, 75%), both as solids. For the dihydro product: TLC RF 0.35 (2:98 ethyl acetate-hexane). 1H NMR (300 MHz, CDCl3): d 7.31 (... Starting materials: BrCCCc1ccccc1, [Li]C(C)CC, C1CCOC1, c1ccc(CCCC2SCCCS2)cc1. The product is c1ccc(CCCC2(CCCc3ccccc3)SCCCS2)cc1. As a reaction SMILES: [Br:21][CH2:22][CH2:23][CH2:24][c:25]1[cH:26][cH:27][cH:28][cH:29][cH:30]1.[CH:16]([Li:17])([CH2:18][CH3:19])[CH3:20].[O:31]1[CH2:32][CH2:33][CH2:34][CH2:35]1.[c:1]1([CH2:7][CH2:8][CH2:9][CH:10]2[S:11][CH2:12][CH2:13][CH2:14][S:15]2)[cH:2][cH:3][cH:4][cH:5][cH:6]1>>[c:1]1([CH2:7][CH2:8][CH2:9][C:10]2([CH2:22][CH2:23][CH2:24][c:25]3[cH:26][cH:27][cH:28][cH:29][cH:30]3)[S:11][CH2:12][CH2:13][CH2:14][S:15]2)[cH:2][cH:3][cH:4][cH:5][cH:6]1. The reactants are ClC1=NC(=C(C(=O)NC2=CC(=C(C=C2)Cl)C2=NC=CC=C2)C=C1)C (6-chloro-N-(4-chloro-3-(pyridin-2-yl)phenyl)-2-methylnicotinamide), CC1NCCNC1 (2-methylpiperizine). The solvent is C(CCC)O (BuOH). Yields the product ClC1=C(C=C(C=C1)NC(C1=C(N=C(C=C1)N1CC(NCC1)C)C)=O)C1=NC=CC=C1 (N-(4-chloro-3-(pyridin-2-yl)phenyl)-2-methyl-6-(3-methylpiperazin-1-yl)nicotinamide). As a reaction SMILES: Cl[C:2]1[CH:23]=[CH:22][C:5]([C:6]([NH:8][C:9]2[CH:14]=[CH:13][C:12]([Cl:15])=[C:11]([C:16]3[CH:21]=[CH:20][CH:19]=[CH:18][N:17]=3)[CH:10]=2)=[O:7])=[C:4]([CH3:24])[N:3]=1.[CH3:25][CH:26]1[CH2:31][NH:30][CH2:29][CH2:28][NH:27]1>C(O)CCC>[Cl:15][C:12]1[CH:13]=[CH:14][C:9]([NH:8][C:6](=[O:7])[C:5]2[CH:22]=[CH:23][C:2]([N:30]3[CH2:29][CH2:28][NH:27][CH:26]([CH3:25])[CH2:31]3)=[N:3][C:4]=2[CH3:24])=[CH:10][C:11]=1[C:16]1[CH:21]=[CH:20][CH:19]=[CH:18][N:17]=1. Procedure details: Procedure F was performed using 100 mg of 6-chloro-N-(4-chloro-3-(pyridin-2-yl)phenyl)-2-methylnicotinamide and 112 mg of 2-methylpiperizine in 1 mL of BuOH. Purified by reverse phase HPLC to yield N-(4-chloro-3-(pyridin-2-yl)phenyl)-2-methyl-6-(3-methylpiperazin-1-yl)nicotinamide. MS (Q1) 422.3 (M)+.